From a dataset of the Open Reaction Database (ORD), a public repository of structured organic reaction records. describe an organic reaction: reactants, conditions, products, and yield Reactants: BrC1=C2CCOC(C2=CC=C1)C(=O)O (5-bromo-3,4-dihydro-1H-isochromene-1-carboxylic acid), B.C1CCOC1 (BH3.THF). The solvent is C1CCOC1 (THF). Run at temperature 0 celsius, time 2 hour. The product is BrC1=C2CCOC(C2=CC=C1)CO ((5-bromo-3,4-dihydro-1H-isochromen-1-yl)methanol). As a reaction SMILES: [Br:1][C:2]1[CH:11]=[CH:10][CH:9]=[C:8]2[C:3]=1[CH2:4][CH2:5][O:6][CH:7]2[C:12](O)=[O:13].B.C1COCC1>C1COCC1>[Br:1][C:2]1[CH:11]=[CH:10][CH:9]=[C:8]2[C:3]=1[CH2:4][CH2:5][O:6][CH:7]2[CH2:12][OH:13] |f:1.2|. Procedure: A solution of 5-bromo-3,4-dihydro-1H-isochromene-1-carboxylic acid (0.500 g, 1.94 mmol) in 1 mL of THF was added BH3.THF (3.88 mL, 3.88 mmol) drop wise at 0° C. The mixture was stirred at 0° C. for 2 h. The reaction was quenched with water and aqueous sodium hydroxide (1 N, 2 mL). The contents were stirred for 3 h, and then extracted with EtOAc. The organic layer was dried and concentrated to give (5-bromo-3,4-dihydro-1H-isochromen-1-yl)methanol Reactants: C(C1=CC=CC=C1)N1CCC(CC1)N1C=NC2=C1C=CC(=C2)S(=O)(=O)C (1-(1-benzylpiperidin-4-yl)-5-methylsulphonyl-1H-benzimidazole), C(C)(=O)O (acetic acid). The reagents and catalysts are [Pd] (Pd/C). Solvent: CO (methanol). Conditions: temperature 50 celsius, time 8 hour. Yields the product CS(=O)(=O)C1=CC2=C(N(C=N2)C2CCNCC2)C=C1 (5-Methanesulfonyl-1-piperidin-4-yl-1H-benzoimidazole). Yield: 793.6%. As a reaction SMILES: C([N:8]1[CH2:13][CH2:12][CH:11]([N:14]2[C:18]3[CH:19]=[CH:20][C:21]([S:23]([CH3:26])(=[O:25])=[O:24])=[CH:22][C:17]=3[N:16]=[CH:15]2)[CH2:10][CH2:9]1)C1C=CC=CC=1.C(O)(=O)C>CO.[Pd]>[CH3:26][S:23]([C:21]1[CH:20]=[CH:19][C:18]2[N:14]([CH:11]3[CH2:10][CH2:9][NH:8][CH2:13][CH2:12]3)[CH:15]=[N:16][C:17]=2[CH:22]=1)(=[O:25])=[O:24]. Reported procedure: The crude material from step 3 (10 g) was dissolved in 1 litre of methanol in a pressure vessel, 20 g of moist 10% Pd/C catalyst and 100 mL acetic acid were added and stirred under an atmosphere of hydrogen at 5 bar and 50° C. for 8 hours. The reaction was cooled, filtered and evaporated. The residue was dissolved in water and basified with sodium hydroxide solution, extracted into dichloromethane, dried and evaporated. The brown solid was triturated with isopropanol, filtered, and washed with e... Reactants: COC1=CC2=C(NC(=N2)SCC2=NC=C(C(=C2C)OC)C)C=C1 (5-methoxy-2-[(4-methoxy-3,5-dimethyl-2-pyridyl)methylthio]-1H-benzimidazole), B(=O)O[O-].[Na+] (Sodium perborate), C(C)(=O)OC(C)=O (acetic anhydride), CO (methanol). Solvent: C1(=CC=CC=C1)C.CO (toluene methanol), O (water). Run at time 13 minute. Yields the product COC1=CC2=C(NC(=N2)S(=O)CC2=NC=C(C(=C2C)OC)C)C=C1 (5-methoxy-2-[(4-methoxy-3,5-dimethyl-2-pyridyl)methylsulfinyl]-1H-benzimidazole). Yield: 84.8%. As a reaction SMILES: B(O[O-])=O.[Na+].C(OC(=O)C)(=[O:8])C.CO.[CH3:15][O:16][C:17]1[CH:37]=[CH:36][C:20]2[NH:21][C:22]([S:24][CH2:25][C:26]3[C:31]([CH3:32])=[C:30]([O:33][CH3:34])[C:29]([CH3:35])=[CH:28][N:27]=3)=[N:23][C:19]=2[CH:18]=1>O.C1(C)C=CC=CC=1.CO>[CH3:15][O:16][C:17]1[CH:37]=[CH:36][C:20]2[NH:21][C:22]([S:24]([CH2:25][C:26]3[C:31]([CH3:32])=[C:30]([O:33][CH3:34])[C:29]([CH3:35])=[CH:28][N:27]=3)=[O:8])=[N:23][C:19]=2[CH:18]=1 |f:0.1,6.7|. Procedure details: Sodium perborate 4H2O (11.2 g, 73.0 mmol) was suspended in water (50 ml), followed by the dropwise addition of a solution of acetic anhydride (6.87 ml, 73.0 mmol)/methanol (5.75 ml) at 15.4° C. over 6 minutes and then, the mixture was stirred for about 13 min to prepare a homogenous solution (bulk temperature; 15.4° C. to 19.4° C.). The resulting solution was added dropwise to a solution (220 ml) of 5-methoxy-2-[(4-methoxy-3,5-dimethyl-2-pyridyl)methylthio]-1H-benzimidazole (20.0 g, 60.8 mmol) i... The reactants are Cl.COC([C@@H](NC([C@@H](NC([C@H](N)CO)=O)CC(O)=O)=O)CC1=CC=CC=C1)=O (D-seryl-α-L-aspartyl-L-phenylalanine methyl ester hydrochloride), C([O-])(O)=O.[Na+] (sodium bicarbonate), styrene divinyl. Solvent: O (water). Yields the product COC([C@@H](NC([C@@H](NC([C@H](N)CO)=O)CC(O)=O)=O)CC1=CC=CC=C1)=O (D-Seryl-α-L-aspartyl-L-phenylalanine methyl ester). Isolated yield 79.7%. As a reaction SMILES: Cl.[CH3:2][O:3][C:4](=[O:28])[C@H:5]([CH2:21][C:22]1[CH:27]=[CH:26][CH:25]=[CH:24][CH:23]=1)[NH:6][C:7](=[O:20])[C@H:8]([CH2:16][C:17](=[O:19])[OH:18])[NH:9][C:10](=[O:15])[C@@H:11]([CH2:13][OH:14])[NH2:12].C(=O)(O)[O-].[Na+]>O>[CH3:2][O:3][C:4](=[O:28])[C@H:5]([CH2:21][C:22]1[CH:27]=[CH:26][CH:25]=[CH:24][CH:23]=1)[NH:6][C:7](=[O:20])[C@H:8]([CH2:16][C:17](=[O:18])[OH:19])[NH:9][C:10](=[O:15])[C@@H:11]([CH2:13][OH:14])[NH2:12] |f:0.1,2.3|. Procedure details: In 50ml of water was dissolved 1.1 g of D-seryl-α-L-aspartyl-L-phenylalanine methyl ester hydrochloride. After the solution was neutralized with sodium bicarbonate, the solution was adsorbed on a column (50 ml) of styrene divinyl type adsorption resin (manufactured by Mitsubishi Chemical Industries, Ltd. "Adsorption Resin SP-207"). After washing with 200 ml of water, elution was performed with 200 ml of water/methanol=50/50 vol%. The solvent was removed by distillation to obtain 0.8 g of white p... Reactants: C(C)(C)(C)OC(NC1=C(C=C(C(=C1)N1CCOCC1)C(F)(F)F)NC(CC(C1=CC(=CC=C1)C=1C=NC=CC1)=O)=O)=O ({5-morpholin-4-yl-2-[3-oxo-3-(3-pyridin-3-yl-phenyl)-propionylamino]-4-trifluoromethyl-phenyl}-carbamic acid tert-butyl ester), C(=O)(C(F)(F)F)O (TFA). Solvent: C(Cl)Cl (CH2Cl2). Product: N1(CCOCC1)C1=CC2=C(NC(CC(=N2)C2=CC(=CC=C2)C=2C=NC=CC2)=O)C=C1C(F)(F)F (7-Morpholin-4-yl-4-(3-pyridin-3-yl-phenyl)-8-trifluoromethyl-1,3-dihydro-benzo[b][1,4]diazepin-2-one), solid. Isolated yield 58.0%. Reaction SMILES: C(OC(=O)[NH:7][C:8]1[CH:13]=[C:12]([N:14]2[CH2:19][CH2:18][O:17][CH2:16][CH2:15]2)[C:11]([C:20]([F:23])([F:22])[F:21])=[CH:10][C:9]=1[NH:24][C:25](=[O:41])[CH2:26][C:27](=O)[C:28]1[CH:33]=[CH:32][CH:31]=[C:30]([C:34]2[CH:35]=[N:36][CH:37]=[CH:38][CH:39]=2)[CH:29]=1)(C)(C)C.C(O)(C(F)(F)F)=O>C(Cl)Cl>[N:14]1([C:12]2[C:11]([C:20]([F:22])([F:23])[F:21])=[CH:10][C:9]3[NH:24][C:25](=[O:41])[CH2:26][C:27]([C:28]4[CH:33]=[CH:32][CH:31]=[C:30]([C:34]5[CH:35]=[N:36][CH:37]=[CH:38][CH:39]=5)[CH:29]=4)=[N:7][C:8]=3[CH:13]=2)[CH2:15][CH2:16][O:17][CH2:18][CH2:19]1. Procedure details: The title compound was prepared from {5-morpholin-4-yl-2-[3-oxo-3-(3-pyridin-3-yl-phenyl)-propionylamino]-4-trifluoromethyl-phenyl}-carbamic acid tert-butyl ester (Example M170) (336 mg, 0.575 mmol) by treatment with TFA in CH2Cl2 according to the general procedure N. Obtained as a yellow solid (155 mg, 58%).